describe an organic reaction: reactants, conditions, products, and yield From a dataset of the Open Reaction Database (ORD), a public repository of structured organic reaction records. Starting materials: solution, [H-].[Al+3].[Li+].[H-].[H-].[H-] (lithium aluminum hydride), C(C1=CC=CC=C1)OC1=CC=C(CNC=2C3=CC=CC=C3N=C3CCCC(C23)=O)C=C1 (3,4-dihydro-9-[4-(benzyloxy)benzylamino]acridin-1(2H)-one). Run in O1CCCC1 (tetrahydofuran), O1CCCC1 (tetrahydrofuran). Reaction conditions: time 1 hour. Product: C(C1=CC=CC=C1)OC1=CC=C(CNC=2C3=CC=CC=C3N=C3CCCC(C23)O)C=C1 (9-[4-(Benzyloxy)benzylamino]-1,2,3,4-tetrahydroacridin-1-ol). Reaction SMILES: [CH2:1]([O:8][C:9]1[CH:31]=[CH:30][C:12]([CH2:13][NH:14][C:15]2[C:16]3[C:21]([N:22]=[C:23]4[C:28]=2[C:27](=[O:29])[CH2:26][CH2:25][CH2:24]4)=[CH:20][CH:19]=[CH:18][CH:17]=3)=[CH:11][CH:10]=1)[C:2]1[CH:7]=[CH:6][CH:5]=[CH:4][CH:3]=1.[H-].[Al+3].[Li+].[H-].[H-].[H-]>O1CCCC1>[CH2:1]([O:8][C:9]1[CH:10]=[CH:11][C:12]([CH2:13][NH:14][C:15]2[C:16]3[C:21]([N:22]=[C:23]4[C:28]=2[CH:27]([OH:29])[CH2:26][CH2:25][CH2:24]4)=[CH:20][CH:19]=[CH:18][CH:17]=3)=[CH:30][CH:31]=1)[C:2]1[CH:7]=[CH:6][CH:5]=[CH:4][CH:3]=1 |f:1.2.3.4.5.6|. Reported procedure: To a cooled suspension of 4.75 g of 3,4-dihydro-9-[4-(benzyloxy)benzylamino]acridin-1(2H)-one in 75 ml of tetrahydrofuran was added 6 ml of 1M solution of lithium aluminum hydride in tetrahydofuran. This was stirred for 1 hour.